This data is from the Open Reaction Database (ORD), a public repository of structured organic reaction records. The task is: describe an organic reaction: reactants, conditions, products, and yield Starting materials: CC(C)(C)[Si](C)(C)Oc1cccc2c1ccn2CC#N, CCO, Cl, C1CCOC1. The product is CC(C)(C)[Si](C)(C)Oc1cccc2c1ccn2CCN. As a reaction SMILES: [C:1]([CH3:2])([CH3:3])([CH3:4])[Si:5]([O:6][c:7]1[c:8]2[cH:9][cH:10][n:11]([CH2:16][C:17]#[N:18])[c:12]2[cH:13][cH:14][cH:15]1)([CH3:19])[CH3:20].[CH3:27][CH2:28][OH:29].[ClH:21].[O:22]1[CH2:23][CH2:24][CH2:25][CH2:26]1>>[C:1]([CH3:2])([CH3:3])([CH3:4])[Si:5]([O:6][c:7]1[c:8]2[cH:9][cH:10][n:11]([CH2:16][CH2:17][NH2:18])[c:12]2[cH:13][cH:14][cH:15]1)([CH3:19])[CH3:20]. Starting materials: S(=O)(Cl)Cl (Thionyl chloride), OCC#CCNC(C(C1=CC=CC=C1)(C1=CC=CC=C1)O)=O (N-(4-hydroxy-2-butynyl)-2-hydroxy-2,2-diphenylacetamide). The reagents and catalysts are CN(C=O)C (N,N-dimethylformamide). The solvent is C(Cl)(Cl)Cl (chloroform). Run at temperature 40 celsius, time 1 hour. Product: ClCC#CCNC(C(C1=CC=CC=C1)(C1=CC=CC=C1)O)=O (N-(4-chloro-2-butynyl) -2-hydroxy-2,2-diphenylacetamide). RXN SMILES: S(Cl)([Cl:3])=O.O[CH2:6][C:7]#[C:8][CH2:9][NH:10][C:11](=[O:26])[C:12]([OH:25])([C:19]1[CH:24]=[CH:23][CH:22]=[CH:21][CH:20]=1)[C:13]1[CH:18]=[CH:17][CH:16]=[CH:15][CH:14]=1>CN(C)C=O.C(Cl)(Cl)Cl>[Cl:3][CH2:6][C:7]#[C:8][CH2:9][NH:10][C:11](=[O:26])[C:12]([OH:25])([C:19]1[CH:24]=[CH:23][CH:22]=[CH:21][CH:20]=1)[C:13]1[CH:18]=[CH:17][CH:16]=[CH:15][CH:14]=1. Reported procedure: Thionyl chloride (0.81 ml) was added to a solution of N-(4-hydroxy-2-butynyl)-2-hydroxy-2,2-diphenylacetamide (3.32 g) and N,N-dimethylformamide (6 drops) in chloroform (20 ml) at room temperature. The mixture was stirred at 40° C. for 1 hour, washed with water, dried over magnesium sulfate, and evaporated in vacuo. The residue was purified by column chromatography on silica gel with a mixture of chloroform and ethyl acetate (5:1) as an eluent to give N-(4-chloro-2-butynyl) -2-hydroxy-2,2-diphen... The reactants are N1=C(C=CC=C1)C1(CCNCC1)C#N (4-pyridin-2-ylpiperidine-4-carbonitrile), FC1=NC=CC=C1 (2-fluoropyridine). The product is CC1=CC(=NC=C1)C1(CCNCC1)C#N (4-(4-methylpyridin-2-yl)piperidine-4-carbonitrile). Reaction SMILES: [N:1]1[CH:6]=[CH:5][CH:4]=[CH:3][C:2]=1[C:7]1([C:13]#[N:14])[CH2:12][CH2:11][NH:10][CH2:9][CH2:8]1.F[C:16]1C=CC=CN=1>>[CH3:16][C:4]1[CH:5]=[CH:6][N:1]=[C:2]([C:7]2([C:13]#[N:14])[CH2:8][CH2:9][NH:10][CH2:11][CH2:12]2)[CH:3]=1. Reported procedure: 4-(4-methylpyridin-2-yl)piperidine-4-carbonitrile was prepared by the procedure described for the synthesis of 4-pyridin-2-ylpiperidine-4-carbonitrile in Example 1, substituting 2-fluoro-4-methylpyridine for 2-fluoropyridine.